This data is from the Open Reaction Database (ORD), a public repository of structured organic reaction records. The task is: describe an organic reaction: reactants, conditions, products, and yield Starting materials: C1CCOC1, COC(=O)c1c[nH]cn1, Cc1ccccc1, Cl, [H-], O=[N+]([O-])c1ccc(F)cc1[N+](=O)[O-], [Na+]. Yields the product COC(=O)c1cn(-c2ccc([N+](=O)[O-])c([N+](=O)[O-])c2)cn1. RXN SMILES: [CH2:26]1[O:27][CH2:28][CH2:29][CH2:30]1.[CH3:14][O:15][C:16](=[O:17])[c:18]1[n:19][cH:20][nH:21][cH:22]1.[CH3:31][c:32]1[cH:33][cH:34][cH:35][cH:36][cH:37]1.[ClH:25].[H-:24].[N+:1](=[O:2])([O-:3])[c:4]1[c:5]([N+:11](=[O:12])[O-:13])[cH:6][c:7]([F:10])[cH:8][cH:9]1.[Na+:23]>>[N+:1](=[O:2])([O-:3])[c:4]1[c:5]([N+:11](=[O:12])[O-:13])[cH:6][c:7](-[n:21]2[cH:20][n:19][c:18]([C:16]([O:15][CH3:14])=[O:17])[cH:22]2)[cH:8][cH:9]1. Starting materials: salt, C(C)(C)(C)OC(=O)N1[C@@H](CC1)C(=O)O ((S)-1-(tert-butoxycarbonyl)-2-azetidinecarboxylic acid). Run in O1CCCC1 (tetrahydrofuran), O1CCCC1 (tetrahydrofuran). Yields the product C(C)(C)(C)OC(=O)N1[C@@H](CC1)CO ((S)-1-(tert-butoxycarbonyl)azetidine-2-methanol). Isolated yield 86.8%. Reaction SMILES: [C:1]([O:5][C:6]([N:8]1[CH2:11][CH2:10][C@H:9]1[C:12](O)=[O:13])=[O:7])([CH3:4])([CH3:3])[CH3:2]>O1CCCC1>[C:1]([O:5][C:6]([N:8]1[CH2:11][CH2:10][C@H:9]1[CH2:12][OH:13])=[O:7])([CH3:4])([CH3:3])[CH3:2]. Reported procedure: (S)-1-(tert-butoxycarbonyl)-2-azetidinecarboxylic acid (10.42 g, 49.4 mmol) was introduced into a 500-mL pear-shaped flask, and tetrahydrofuran (200 mL) was added to dissolve the compound. Then, a tetrahydrofuran solution of 10 M borane-dimethyl sulfide complex salt (9.87 mL, 98.7 mmol) was slowly added at 0° C., and the mixture was heated to reflux for 2 hours while stirring. The reaction solution was left to cool, and then was concentrated under reduced pressure. Ice water (100 mL) was poured ...